Dataset: the Open Reaction Database (ORD), a public repository of structured organic reaction records. Task: describe an organic reaction: reactants, conditions, products, and yield The reactants are C(C)(OCC)(OCC)OCC (triethyl orthoacetate), ClC(C(C=C(C)C)O)(C(F)(F)F)Cl (5,5-dichloro-4-hydroxy-2-methyl-6,6,6-trifluorohex-2-ene), C(C(C)C)(=O)O (isobutyric acid). Yields the product ClC(C=CC(CC(=O)OCC)(C)C)(C(F)(F)F)Cl (ethyl 6,6-dichloro-3,3-dimethyl-7,7,7-trifluorohept-4-enoate). Reaction SMILES: [C:1]([O:9]CC)([O:6][CH2:7][CH3:8])(OCC)[CH3:2].[Cl:12][C:13]([Cl:24])([C:20]([F:23])([F:22])[F:21])[CH:14](O)[CH:15]=[C:16]([CH3:18])[CH3:17].C(O)(=O)C(C)C>>[Cl:12][C:13]([Cl:24])([C:20]([F:21])([F:22])[F:23])[CH:14]=[CH:15][C:16]([CH3:18])([CH3:17])[CH2:2][C:1]([O:6][CH2:7][CH3:8])=[O:9]. Reported procedure: A mixture of triethyl orthoacetate (25 ml), 5,5-dichloro-4-hydroxy-2-methyl-6,6,6-trifluorohex-2-ene (3.5 g), and isobutyric acid (0.11 g) was heated at the reflux temperature. The refluxing volatiles were condensed and collected in a Dean & Stark apparatus containing molecular sieves (4A) to collect the by-product ethanol and separate it from the orthoacetate which was returned to the mixture. After 30 minutes the more volatile components were removed by evaporation under reduced pressure and t... Starting materials: CC(C)(C)OC(=O)N1CC(OS(C)(=O)=O)C1, Cc1cc(O)ccc1CN(C)C, [H-], [Na+], CN(C)C=O, O. The product is Cc1cc(OC2CN(C(=O)OC(C)(C)C)C2)ccc1CN(C)C. Reaction SMILES: [CH3:15][S:16]([O:17][CH:20]1[CH2:21][N:22]([C:24](=[O:25])[O:26][C:27]([CH3:28])([CH3:29])[CH3:30])[CH2:23]1)(=[O:18])=[O:19].[CH3:3][N:4]([CH3:5])[CH2:6][c:7]1[c:8]([CH3:14])[cH:9][c:10]([OH:13])[cH:11][cH:12]1.[H-:2].[Na+:1].[O:32]=[CH:33][N:34]([CH3:35])[CH3:36].[OH2:31]>>[CH3:3][N:4]([CH3:5])[CH2:6][c:7]1[c:8]([CH3:14])[cH:9][c:10]([O:13][CH:20]2[CH2:21][N:22]([C:24](=[O:25])[O:26][C:27]([CH3:28])([CH3:29])[CH3:30])[CH2:23]2)[cH:11][cH:12]1. Starting materials: C(C)(=O)OCC (Ethyl acetate), C(CCC)[SnH](CCCC)CCCC (tributyltin hydride), C(C)(=O)N1CCC2=CC(=C(C=C12)I)SCC=1CCN(CC1)C (1-acetyl-2,3-dihydro-6-iodo-5-[(1-methyl-1,2,3,6-tetrahydropyridin-4-yl)methylthio]-1H-indole), CC(C)(C#N)N=NC(C)(C)C#N (AIBN). Run in C1=CC=CC=C1 (benzene), C1=CC=CC=C1 (benzene). Reaction conditions: time 0.75 hour. Yields the product C(C)(=O)N1CCC=2C=C3C(=CC12)C1(CCN(CC1)C)CS3 (5-Acetyl-1'-methyl-2,3,6,7-tetrahydrospiro[thiopheno[2,3-f]indole-3,4'-piperidine]). Isolated yield 33.3%. Reaction SMILES: C([SnH](CCCC)CCCC)CCC.[C:14]([N:17]1[C:25]2[C:20](=[CH:21][C:22]([S:27][CH2:28][C:29]3[CH2:30][CH2:31][N:32]([CH3:35])[CH2:33][CH:34]=3)=[C:23](I)[CH:24]=2)[CH2:19][CH2:18]1)(=[O:16])[CH3:15].CC(N=NC(C#N)(C)C)(C#N)C.C(OCC)(=O)C>C1C=CC=CC=1>[C:14]([N:17]1[C:25]2[CH:24]=[C:23]3[C:29]4([CH2:28][S:27][C:22]3=[CH:21][C:20]=2[CH2:19][CH2:18]1)[CH2:30][CH2:31][N:32]([CH3:35])[CH2:33][CH2:34]4)(=[O:16])[CH3:15]. Procedure details: A solution of tributyltin hydride (0.251 ml, 0.934 mmol) in benzene (10 ml) was added dropwise over 30 minutes to a stirred solution of 1-acetyl-2,3-dihydro-6-iodo-5-[(1-methyl-1,2,3,6-tetrahydropyridin-4-yl)methylthio]-1H-indole (D51) (0.200 g, 0.467 mmol) and AIBN (5 mg) in benzene (20 ml) under argon at reflux. Reflux was continued for a further 0.75 h. The reaction mixture was then allowed to cool. Ethyl acetate (10 ml) was then added and the mixture washed with 2.5M HCl (3×10 ml). The combi... Reaction SMILES: [C:1]1([CH2:7][NH:8][C@@H:9]([C:12]([OH:14])=[O:13])[CH2:10][OH:11])[CH:6]=[CH:5][CH:4]=[CH:3][CH:2]=1.Cl[CH2:16][C:17](Cl)=[O:18].Cl>[OH-].[Na+]>[O:18]=[C:17]1[N:8]([CH2:7][C:1]2[CH:2]=[CH:3][CH:4]=[CH:5][CH:6]=2)[C@@H:9]([C:12]([OH:14])=[O:13])[CH2:10][O:11][CH2:16]1 |f:3.4|. Yields the product O=C1COC[C@@H](N1CC1=CC=CC=C1)C(=O)O ((3R)-5-oxo-4-(phenylmethyl)-3-morpholinecarboxylic acid). The solvent is [OH-].[Na+] (NaOH), [OH-].[Na+] (NaOH). Procedure details: The title compound was prepared according to the method described by H. H. Otto, Helvetica Chimica Acta, 2004, 87, 90. To an ice cooled solution of N-(phenylmethyl)-D-serine (8.90 g, 45.59 mmol) in 2N NaOH solution (50 mL) was added chloroacetyl chloride (4.36 mL, 54.71 mmol), dropwise over 15 minutes. The reaction was stirred for 30 minutes before adding 30% NaOH solution (4.5 g in 15 mL) and stirring at R.T. for 2 and ½ hours. It was cooled in an ice bath before adding c.HCl solution to pH<1. ... Reactants: Cl (HCl), ice, C1(=CC=CC=C1)CN[C@H](CO)C(=O)O (N-(phenylmethyl)-D-serine), ClCC(=O)Cl (chloroacetyl chloride). Conditions: time 15 minute. Starting materials: NC(CCC=1C=CC(=NC1)CCCN)C (3-(5-(3-aminobut-1-yl)-pyridin-2-yl)-propylamine), [H-].[Na+] (NaH). Solvent: xylenes. Run at temperature 100 celsius. The product is CC1CCC=2C=CC(=NC2N1)CCCN (3-(7-methyl-5,6,7,8-tetrahydro [1,8]naphthyridin-2-yl)-propylamine). Reaction SMILES: [NH2:1][CH:2]([CH3:15])[CH2:3][CH2:4][C:5]1[CH:6]=[CH:7][C:8]([CH2:11][CH2:12][CH2:13][NH2:14])=[N:9][CH:10]=1.[H-].[Na+]>>[CH3:15][CH:2]1[NH:1][C:10]2[N:9]=[C:8]([CH2:11][CH2:12][CH2:13][NH2:14])[CH:7]=[CH:6][C:5]=2[CH2:4][CH2:3]1 |f:1.2|. Procedure details: A solution of the diamine 9-3 (1.87 g, 9.05 mmol) in xylenes (100 mL) was degassed with nitrogen gas then treated with NaH (1.3 g, 54.3 mmol) and then heated to 100° C. for 16 hours. Mass spectrum indicated desired product formed. The mixture was cooled, EtOH added then poured into water and extracted with EtOAc. The organic layer was washed with water, brine dried (MgSO4) and concentrated. Purification of the residue on silica gel (2%-5% MeOH/CHCl3) gave a solid which was shown to be the N-acet... The reactants are CCOC(C)=O, CCOC(=O)C(C)=Cc1ccc2cc([N+](=O)[O-])ccc2c1, CCCCCC, [Fe], O, c1ccccc1. Reaction SMILES: [C:36]([O:37][CH2:38][CH3:39])(=[O:40])[CH3:41].[CH2:7]([CH3:8])[O:9][C:10]([C:11](=[CH:12][c:13]1[cH:14][cH:15][c:16]2[c:17]([cH:18]1)[cH:19][cH:20][c:21]([N+:23]([O-:24])=[O:25])[cH:22]2)[CH3:26])=[O:27].[CH3:30][CH2:31][CH2:32][CH2:33][CH2:34][CH3:35].[Fe:29].[OH2:28].[cH:1]1[cH:2][cH:3][cH:4][cH:5][cH:6]1>>[CH2:7]([CH3:8])[O:9][C:10]([C:11](=[CH:12][c:13]1[cH:14][cH:15][c:16]2[c:17]([cH:18]1)[cH:19][cH:20][c:21]([NH2:23])[cH:22]2)[CH3:26])=[O:27]. Yields the product CCOC(=O)C(C)=Cc1ccc2cc(N)ccc2c1. The solvent is C=1(C(=CC=CC1)C)C (xylene). Reported procedure: To a solution of di-tert-butyl [6-(bromomethyl)pyridin-3-yl]imidodicarbonate (Compound 260C, 3.0 g, 7.7 mmol) in dry xylene (100 mL) was added a triethyl phosphite (6.0 g, 36 mmol). The reaction mixture was stirred at 140° C. for 4 h, then concentrated. The residue was purified by column chromatography to give the desired compound (2.5 g, yield: 92%) as a liquid. 1H NMR (CDCl3, 400 MHz): δ=1.34 (t, J=7.6 Hz, 6 H), 1.39 (s, 18 H), 3.43 (d, J=22.0 Hz 2 H), 4.09-4.18 (m, 4 H), 7.43 (dd, J=2.0, 8.0 ... Reaction SMILES: Br[CH2:2][C:3]1[N:8]=[CH:7][C:6]([N:9]([C:17]([O:19][C:20]([CH3:23])([CH3:22])[CH3:21])=[O:18])[C:10]([O:12][C:13]([CH3:16])([CH3:15])[CH3:14])=[O:11])=[CH:5][CH:4]=1.[P:24]([O:31]CC)([O:28][CH2:29][CH3:30])[O:25][CH2:26][CH3:27]>C1(C)C(C)=CC=CC=1>[C:13]([O:12][C:10]([N:9]([C:17]([O:19][C:20]([CH3:23])([CH3:22])[CH3:21])=[O:18])[C:6]1[CH:5]=[CH:4][C:3]([CH2:2][P:24](=[O:31])([O:28][CH2:29][CH3:30])[O:25][CH2:26][CH3:27])=[N:8][CH:7]=1)=[O:11])([CH3:16])([CH3:15])[CH3:14]. The product is C(C)(C)(C)OC(=O)N(C=1C=CC(=NC1)CP(OCC)(OCC)=O)C(=O)OC(C)(C)C (Diethyl ({5-[bis(tert-butoxycarbonyl)amino]pyridin-2-yl}methyl)phosphonate). Run at temperature 140 celsius, time 4 hour. The reactants are BrCC1=CC=C(C=N1)N(C(=O)OC(C)(C)C)C(=O)OC(C)(C)C (di-tert-butyl [6-(bromomethyl)pyridin-3-yl]imidodicarbonate), BrCC1=CC=C(C=N1)N(C(=O)OC(C)(C)C)C(=O)OC(C)(C)C (di-tert-butyl [6-(bromomethyl)pyridin-3-yl]imidodicarbonate), P(OCC)(OCC)OCC (triethyl phosphite). Yield: 73.0%.